Dataset: the Open Reaction Database (ORD), a public repository of structured organic reaction records. Task: describe an organic reaction: reactants, conditions, products, and yield Reactants: FC(C(CCC1=CC=C(C=C1)OC)=O)(F)F (1,1,1-trifluoro-4-[4-methoxyphenyl]-2-butanone), C(=O)=O.CC(=O)C (dry ice acetone), B(Br)(Br)Br (boron tribromide). The solvent is ClCCl (dichloromethane). Conditions: temperature 0 celsius, time 3 hour. The product is OC1=CC=C(C=C1)CCC(C(F)(F)F)=O (4-[4-Hydroxyphenyl]-1,1,1-trifluoro-2-butanone). Yield: 84.3%. RXN SMILES: [F:1][C:2]([F:16])([F:15])[C:3](=[O:14])[CH2:4][CH2:5][C:6]1[CH:11]=[CH:10][C:9]([O:12]C)=[CH:8][CH:7]=1.C(=O)=O.CC(C)=O.B(Br)(Br)Br>ClCCl>[OH:12][C:9]1[CH:10]=[CH:11][C:6]([CH2:5][CH2:4][C:3](=[O:14])[C:2]([F:1])([F:15])[F:16])=[CH:7][CH:8]=1 |f:1.2|. Reported procedure: To a solution of 1,1,1-trifluoro-4-[4-methoxyphenyl]-2-butanone (43.5 g, 0.187 mol) in dichloromethane (500 ml) at −78° C. (dry ice-acetone) was added dropwise boron tribromide (53 ml, 0.561 mol). The mixture was then stirred at 0° C. (ice bath) for 3 h, and cautiously quenched by dropwise addition of ice-water (200 ml) over a period of 1 h. The aqueous phase was saturated with solid sodium chloride, extracted with dichloromethane (500 ml) followed by diethyl ether (500 ml). The combined organic... Reactants: Intermediate 11-1, BrC=1C=C(C=CC1)CC(=O)O (3-bromo-phenyl acetic acid), ClC=1C(=CC(=C(C1)N)N)I (5-Chloro-4-iodo-1,2-phenylenediamine), ClC=1C(=CC(=C(C1)N)N)I (5-Chloro-4-iodo-1,2-phenylenediamine), C1(=CC=C(C=C1)B(O)O)C1=CC=CC=C1 (4-biphenylboronic acid), P(OC1=CC=CC=C1)(OC1=CC=CC=C1)OC1=CC=CC=C1 (triphenyl phosphite). Run in N1=CC=CC=C1 (pyridine). Conditions: time 10 minute. The product is C1(=CC=C(C=C1)C1=CC2=C(NC(=N2)CC2=CC(=CC=C2)Br)C=C1Cl)C1=CC=CC=C1 (5-Biphenyl-4-yl-2-(3-bromo-benzyl)-6-chloro-1H-benzoimidazole). Reaction SMILES: [Cl:1][C:2]1[C:3](I)=[CH:4][C:5]([NH2:9])=[C:6]([NH2:8])[CH:7]=1.[C:11]1([C:20]2[CH:25]=[CH:24][CH:23]=[CH:22][CH:21]=2)[CH:16]=[CH:15][C:14](B(O)O)=[CH:13][CH:12]=1.[Br:26][C:27]1[CH:28]=[C:29]([CH2:33][C:34](O)=O)[CH:30]=[CH:31][CH:32]=1.P(OC1C=CC=CC=1)(OC1C=CC=CC=1)OC1C=CC=CC=1>N1C=CC=CC=1>[C:11]1([C:20]2[CH:25]=[CH:24][CH:23]=[CH:22][CH:21]=2)[CH:16]=[CH:15][C:14]([C:3]2[C:2]([Cl:1])=[CH:7][C:6]3[NH:8][C:34]([CH2:33][C:29]4[CH:30]=[CH:31][CH:32]=[C:27]([Br:26])[CH:28]=4)=[N:9][C:5]=3[CH:4]=2)=[CH:13][CH:12]=1. Procedure: To a microwave vial containing a solution of Intermediate 11-1 (which was prepared from 5-chloro-4-iodo-1,2-phenylenediamine (Intermediate 1-6 of Example 1) and 4-biphenylboronic acid following the procedures of Step 9 in Example 1) (500 mg, 1.7 mmol) in pyridine 8 mL was added 3-bromo-phenyl acetic acid (365 mg, 1.7 mmol), followed by triphenyl phosphite (0.58 mL, 2.2 mmol). The reaction was run in a microwave reactor at 220° C. for 10 min. The solvent was partially removed in vacuo, then dilut... Starting materials: Cc1cc(C(=O)N2CCN(C(=O)OC(C)(C)C)CC2)cc2[nH]c(-c3c(NCC(O)c4cccc(Cl)c4)cc[nH]c3=O)nc12, CO, Cl, C1COCCO1. The product is Cc1cc(C(=O)N2CCNCC2)cc2[nH]c(-c3c(NCC(O)c4cccc(Cl)c4)cc[nH]c3=O)nc12. Reaction SMILES: [C:1]([O:2][C:3](=[O:4])[N:8]1[CH2:9][CH2:10][N:11]([C:14](=[O:15])[c:16]2[cH:17][c:18]3[c:19]([n:20][c:21](-[c:23]4[c:24](=[O:40])[nH:25][cH:26][cH:27][c:28]4[NH:29][CH2:30][CH:31]([OH:32])[c:33]4[cH:34][c:35]([Cl:39])[cH:36][cH:37][cH:38]4)[nH:22]3)[c:41]([CH3:43])[cH:42]2)[CH2:12][CH2:13]1)([CH3:5])([CH3:6])[CH3:7].[CH3:51][OH:52].[ClH:44].[O:45]1[CH2:46][CH2:47][O:48][CH2:49][CH2:50]1>>[NH:8]1[CH2:9][CH2:10][N:11]([C:14](=[O:15])[c:16]2[cH:17][c:18]3[c:19]([n:20][c:21](-[c:23]4[c:24](=[O:40])[nH:25][cH:26][cH:27][c:28]4[NH:29][CH2:30][CH:31]([OH:32])[c:33]4[cH:34][c:35]([Cl:39])[cH:36][cH:37][cH:38]4)[nH:22]3)[c:41]([CH3:43])[cH:42]2)[CH2:12][CH2:13]1. The reactants are BrC1=CC=C(S1)N1C(O[C@@]2(C1)CN1CCC2CC1)=O ((R)-3′-(5-bromo-thiophen-2-yl)spiro[1-azabicyclo[2.2.2]octan-3,5′-oxazolidin]-2′-one), N1=CC=C(C=C1)B(O)O (pyridine-4-boronic acid). Product: N1=CC=C(C=C1)C1=CC=C(S1)N1C(O[C@@]2(C1)CN1CCC2CC1)=O ((R)-3′-[5-(4-Pyridyl)thiophen-2-yl]spiro[1-azabicyclo[2.2.2]octan-3,5′-oxazolidin]-2′-one). As a reaction SMILES: Br[C:2]1[S:6][C:5]([N:7]2[CH2:11][C@:10]3([CH:16]4[CH2:17][CH2:18][N:13]([CH2:14][CH2:15]4)[CH2:12]3)[O:9][C:8]2=[O:19])=[CH:4][CH:3]=1.[N:20]1[CH:25]=[CH:24][C:23](B(O)O)=[CH:22][CH:21]=1>>[N:20]1[CH:25]=[CH:24][C:23]([C:2]2[S:6][C:5]([N:7]3[CH2:11][C@:10]4([CH:16]5[CH2:17][CH2:18][N:13]([CH2:14][CH2:15]5)[CH2:12]4)[O:9][C:8]3=[O:19])=[CH:4][CH:3]=2)=[CH:22][CH:21]=1. Procedure: The title compound was prepared by a method analogous to that described in Example 1 from (R)-3′-(5-bromo-thiophen-2-yl)spiro[1-azabicyclo[2.2.2]octan-3,5′-oxazolidin]-2′-one and pyridine-4-boronic acid. The title compound (34 mg) was obtained as a pale-yellow solid, m/z 342 (MH+). Starting materials: CCN1C=C(C(=O)C2=C1C=C(C(=C2)F)N3CCNCC3)C(=O)O (norfloxacin), BrCC(=O)C1=CC=C(C=C1)Cl (2-bromo-4′-chloroaceto-phenone). The product is C(C)N1C=C(C(C2=CC(=C(C=C12)N1CCN(CC1)CC(=O)C1=CC=C(C=C1)Cl)F)=O)C(=O)O (1-Ethyl-6-fluoro-7-{4-[2-(4-chlorophenyl)-2-oxoethyl]-1-piperazinyl}-4-oxo-1,4-dihydro-3-quinolinecarboxylic acid), Example 4. Isolated yield 67.0%. RXN SMILES: [CH3:1][CH2:2][N:3]1[C:9]2[CH:10]=[C:11]([N:15]3[CH2:20][CH2:19][NH:18][CH2:17][CH2:16]3)[C:12]([F:14])=[CH:13][C:8]=2[C:6](=[O:7])[C:5]([C:21]([OH:23])=[O:22])=[CH:4]1.Br[CH2:25][C:26]([C:28]1[CH:33]=[CH:32][C:31]([Cl:34])=[CH:30][CH:29]=1)=[O:27]>>[CH2:2]([N:3]1[C:9]2[C:8](=[CH:13][C:12]([F:14])=[C:11]([N:15]3[CH2:20][CH2:19][N:18]([CH2:25][C:26]([C:28]4[CH:33]=[CH:32][C:31]([Cl:34])=[CH:30][CH:29]=4)=[O:27])[CH2:17][CH2:16]3)[CH:10]=2)[C:6](=[O:7])[C:5]([C:21]([OH:23])=[O:22])=[CH:4]1)[CH3:1]. Procedure details: 1-Ethyl-6-fluoro-7-{4-[2-(4-chlorophenyl)-2-oxoethyl]-1-piperazinyl}-4-oxo-1,4-dihydro-3-quinolinecarboxylic acid was prepared from norfloxacin (0.5 g, 1.56 mmole) and 2-bromo-4′-chloroaceto-phenone(0.43 g, 1.86 mmole) by a method similar to that described for Example 4 (67% yield). Mp: 207° C. (dec). 1H NMR (DMSO-d6) δ 1.41 (7, 3H, J=7.2), 2.73 and 3.29 (two m, 8H), 3.95 (s, 2H), 4.58 (q, 2H, J=7.2 7.19 (d, 1H, J=7.2), 7.59 and 8.02 (m, 4H), 7.92 (d, 1H, J=13.2), 8.95 (s, 1H), 15.41 (br s, 1H)....